From a dataset of the Open Reaction Database (ORD), a public repository of structured organic reaction records. describe an organic reaction: reactants, conditions, products, and yield The reactants are C(C)(=O)O (acetic acid), [Li+].[OH-] (LiOH), COC(C(C)C=1C=CC2=C(N=CO2)C1)=O (methyl-2-(benzo[d]oxazol-5-yl)propanoate). Run in O (water), C1CCOC1 (THF), O (water). Reaction conditions: time 40 hour. The product is O1C=NC2=C1C=CC(=C2)C(C(=O)O)C (2-(benzo[d]oxazol-5-yl)propanoic acid). RXN SMILES: C[O:2][C:3](=[O:15])[CH:4]([C:6]1[CH:7]=[CH:8][C:9]2[O:13][CH:12]=[N:11][C:10]=2[CH:14]=1)[CH3:5].[Li+].[OH-].C(O)(=O)C>C1COCC1.O>[O:13]1[C:9]2[CH:8]=[CH:7][C:6]([CH:4]([CH3:5])[C:3]([OH:15])=[O:2])=[CH:14][C:10]=2[N:11]=[CH:12]1 |f:1.2|. Procedure: methyl-2-(benzo[d]oxazol-5-yl)propanoate (2.07 mmol, 425 mg) was dissolved in THF (8 ml) and water (8 m). LiOH*H2O (2.21 mmol, 93 mg) was added at room temperature. The reaction mixture was stirred at room temperature for 40 h, water (25 ml) was added and the pH was set to 3 with acetic acid. The reaction mixture was extracted with dichloromethane and the combined organic phases were dried and filtered over magnesium sulphate. The solvent was removed in a vacuum and the residue was purified by c... The reactants are C1=C(C=CC2=CC=CC=C12)COC(=O)N1C[C@H]([C@H](CC1)OC=1C=CC=C2C=CC(=NC12)C1=CN=C2N1C=CC(=C2)OCCOC)O ((cis)-Naphthalen-2-ylmethyl-3-hydroxy-4-(2-(7-(2-methoxyethoxy)imidazo[1,2-a]pyridin-3-yl)quinolin-8-yloxy)piperidine-1-carboxylate). Reagents/catalysts: [Pd] (palladium on carbon). The solvent is CCO (EtOH). Conditions: time 3 day. Product: COCCOC1=CC=2N(C=C1)C(=CN2)C2=NC1=C(C=CC=C1C=C2)O[C@@H]2[C@@H](CNCC2)O ((cis)-4-(2-(7-(2-methoxyethoxy)imidazo[1,2-a]pyridin-3-yl)quinolin-8-yloxy)piperidin-3-ol). The yield is 14.4%. Reaction SMILES: C1C2C(=CC=CC=2)C=CC=1COC([N:15]1[CH2:20][CH2:19][C@H:18]([O:21][C:22]2[CH:23]=[CH:24][CH:25]=[C:26]3[C:31]=2[N:30]=[C:29]([C:32]2[N:36]4[CH:37]=[CH:38][C:39]([O:41][CH2:42][CH2:43][O:44][CH3:45])=[CH:40][C:35]4=[N:34][CH:33]=2)[CH:28]=[CH:27]3)[C@H:17]([OH:46])[CH2:16]1)=O>CCO.[Pd]>[CH3:45][O:44][CH2:43][CH2:42][O:41][C:39]1[CH:38]=[CH:37][N:36]2[C:32]([C:29]3[CH:28]=[CH:27][C:26]4[C:31](=[C:22]([O:21][C@H:18]5[CH2:19][CH2:20][NH:15][CH2:16][C@H:17]5[OH:46])[CH:23]=[CH:24][CH:25]=4)[N:30]=3)=[CH:33][N:34]=[C:35]2[CH:40]=1. Procedure details: (cis)-Naphthalen-2-ylmethyl-3-hydroxy-4-(2-(7-(2-methoxyethoxy)imidazo[1,2-a]pyridin-3-yl)quinolin-8-yloxy)piperidine-1-carboxylate (0.030 g, 0.048 mmol) was dissolved in EtOH (1 mL), treated with 10% palladium on carbon (Degussa type, 50 mg), placed under a hydrogen atmosphere (balloon pressure) and stirred for 3 days. The reaction was filtered through a nylon membrane and concentrated in vacuo. The mixture was purified by preparative TLC (10 cm×20 cm×0.5 mm) eluting with 20% (6% NH4OH in MeOH)... The reactants are Cl.C1(CCCCCCCCC1)N1CCC2(C(NCN2C2=CC=CC=C2)=O)CC1 (8-cyclodecyl-1-phenyl-1,3,8-triaza-spiro[4,5]decan-4-one hydrochloride), CC1=C(N=C(O1)C1=CC=CC=C1)CCOS(=O)(=O)C (methanesulfonic acid 2-(5-methyl-2-phenyloxazol-4-yl)-ethyl ester). Product: Cl.C1(CCCCCCCCC1)N1CCC2(C(N(CN2C2=CC=CC=C2)CCC=2N=C(OC2C)C2=CC=CC=C2)=O)CC1 (8-Cyclodecyl-3-[2-(5-methyl-2-phenyl-oxazol-4-yl)-ethyl]-1-phenyl-1,3,8-triaza-spiro[4,5]decan-4-one hydrochloride). RXN SMILES: [ClH:1].[CH:2]1([N:12]2[CH2:28][CH2:27][C:15]3([N:19]([C:20]4[CH:25]=[CH:24][CH:23]=[CH:22][CH:21]=4)[CH2:18][NH:17][C:16]3=[O:26])[CH2:14][CH2:13]2)[CH2:11][CH2:10][CH2:9][CH2:8][CH2:7][CH2:6][CH2:5][CH2:4][CH2:3]1.[CH3:29][C:30]1[O:34][C:33]([C:35]2[CH:40]=[CH:39][CH:38]=[CH:37][CH:36]=2)=[N:32][C:31]=1[CH2:41][CH2:42]OS(C)(=O)=O>>[ClH:1].[CH:2]1([N:12]2[CH2:28][CH2:27][C:15]3([N:19]([C:20]4[CH:21]=[CH:22][CH:23]=[CH:24][CH:25]=4)[CH2:18][N:17]([CH2:42][CH2:41][C:31]4[N:32]=[C:33]([C:35]5[CH:40]=[CH:39][CH:38]=[CH:37][CH:36]=5)[O:34][C:30]=4[CH3:29])[C:16]3=[O:26])[CH2:14][CH2:13]2)[CH2:11][CH2:10][CH2:9][CH2:8][CH2:7][CH2:6][CH2:5][CH2:4][CH2:3]1 |f:0.1,3.4|. Reported procedure: The title compound, white solid, m. p. 140° C. and MS: m/e=555.3 (M+H+) was prepared in accordance with the general method of example 24 from 8-cyclodecyl-1-phenyl-1,3,8-triaza-spiro[4,5]decan-4-one hydrochloride and methanesulfonic acid 2-(5-methyl-2-phenyloxazol-4-yl)-ethyl ester. The reactants are CCCC[N+](CCCC)(CCCC)CCCC.[F-] (TBAF), [Si](C)(C)(C(C)(C)C)O[C@H](CONC(=O)C1=C(C=2C=NC=CC2N1C)NC1=C(C=C(C=C1)I)F)C (3-(2-fluoro-4-iodo-phenylamino)-1-methyl-1H-pyrrolo[3,2-c]pyridine-2-carboxylic acid [(S)-2-(tert-butyldimethylsilanyloxy)-propoxy]-amide). The solvent is C1CCOC1 (THF). Reaction conditions: temperature 45 celsius. Yields the product O[C@H](CONC(=O)C1=C(C=2C=NC=CC2N1C)NC1=C(C=C(C=C1)I)F)C (3-(2-Fluoro-4-iodo-phenylamino)-1-methyl-1H-pyrrolo[3,2-c]pyridine-2-carboxylic acid ((S)-2-hydroxy-propoxy)-amide). Isolated yield 24.9%. As a reaction SMILES: CCCC[N+](CCCC)(CCCC)CCCC.[F-].[Si]([O:26][C@@H:27]([CH3:52])[CH2:28][O:29][NH:30][C:31]([C:33]1[N:41]([CH3:42])[C:40]2[CH:39]=[CH:38][N:37]=[CH:36][C:35]=2[C:34]=1[NH:43][C:44]1[CH:49]=[CH:48][C:47]([I:50])=[CH:46][C:45]=1[F:51])=[O:32])(C(C)(C)C)(C)C>C1COCC1>[OH:26][C@@H:27]([CH3:52])[CH2:28][O:29][NH:30][C:31]([C:33]1[N:41]([CH3:42])[C:40]2[CH:39]=[CH:38][N:37]=[CH:36][C:35]=2[C:34]=1[NH:43][C:44]1[CH:49]=[CH:48][C:47]([I:50])=[CH:46][C:45]=1[F:51])=[O:32] |f:0.1|. Reported procedure: TBAF (1.71 ml, 1N solution in THF, 1.71 mmol) was added to a solution of 3-(2-fluoro-4-iodo-phenylamino)-1-methyl-1H-pyrrolo[3,2-c]pyridine-2-carboxylic acid [(S)-2-(tert-butyldimethylsilanyloxy)-propoxy]-amide (171 mg, 0.29 mmol) in THF (3 ml) and the reaction heated at 45° C. for 4.5 hours. The reaction was concentrated in vacuo and the resultant residue purified by flash chromatography (SiO2, gradient 0-10% methanol in dichloromethane) to yield the title compound as a yellow solid (35 mg, 25%... The reactants are BrC=1C=C(C=2N(N1)C(=C(N2)C2=CC=C(C=C2)C2(CCC2)NC(=O)OC(C)(C)C)C2=CC=CC=C2)/C=C/C(=O)OC (methyl (2E)-3-[6-bromo-2-(4-{1-[(tert-butoxycarbonyl)amino]cyclobutyl}phenyl)-3-phenylimidazo[1,2-b]pyridazin-8-yl]acrylate). The reagents and catalysts are [Pd] (palladium on carbon), [Pd] (palladium on carbon). Solvent: C(C)O (ethanol), C1CCOC1 (THF). Run at time 1 hour. The product is NC1(CCC1)C1=CC=C(C=C1)C=1N=C2N(N=CC=C2CCC(=O)OC)C1C1=CC=CC=C1 (methyl 3-{2-[4-(1-aminocyclobutyl)phenyl]-3-phenylimidazo[1,2-b]pyridazin-8-yl}propanoate). The yield is 1.0%. RXN SMILES: Br[C:2]1[CH:3]=[C:4](/[CH:35]=[CH:36]/[C:37]([O:39][CH3:40])=[O:38])[C:5]2[N:6]([C:8]([C:29]3[CH:34]=[CH:33][CH:32]=[CH:31][CH:30]=3)=[C:9]([C:11]3[CH:16]=[CH:15][C:14]([C:17]4([NH:21]C(OC(C)(C)C)=O)[CH2:20][CH2:19][CH2:18]4)=[CH:13][CH:12]=3)[N:10]=2)[N:7]=1>[Pd].C(O)C.C1COCC1>[NH2:21][C:17]1([C:14]2[CH:15]=[CH:16][C:11]([C:9]3[N:10]=[C:5]4[C:4]([CH2:35][CH2:36][C:37]([O:39][CH3:40])=[O:38])=[CH:3][CH:2]=[N:7][N:6]4[C:8]=3[C:29]3[CH:30]=[CH:31][CH:32]=[CH:33][CH:34]=3)=[CH:12][CH:13]=2)[CH2:18][CH2:19][CH2:20]1. Reported procedure: To a mixture of methyl (2E)-3-[6-bromo-2-(4-{1-[(tert-butoxycarbonyl)amino]cyclobutyl}phenyl)-3-phenylimidazo[1,2-b]pyridazin-8-yl]acrylate that was prepared in a manner analgous to that described for Example 72, Step 1 (0.50 g, 0.83 mmol) and 10% palladium on carbon (0.26 g) in a mixture of ethanol (14 mL) and THF (5 mL) was placed under a hydrogen atmosphere at room temperature for 1 h. The resulting mixture was treated with additional 10% palladium on carbon (0.26 g) and placed under a hydrog... Reactants: O=[Ag], COc1cc(C=O)ccc1OCc1ccccc1, [Na+], [OH-], O. Yields the product COc1cc(C(=O)O)ccc1OCc1ccccc1. Reaction SMILES: [Ag:21]=[O:22].[CH3:3][O:4][c:5]1[cH:6][c:7]([CH:8]=[O:9])[cH:10][cH:11][c:12]1[O:13][CH2:14][c:15]1[cH:16][cH:17][cH:18][cH:19][cH:20]1.[Na+:2].[OH-:1].[OH2:23]>>[OH:1][C:8]([c:7]1[cH:6][c:5]([O:4][CH3:3])[c:12]([O:13][CH2:14][c:15]2[cH:16][cH:17][cH:18][cH:19][cH:20]2)[cH:11][cH:10]1)=[O:9].